Dataset: the Open Reaction Database (ORD), a public repository of structured organic reaction records. Task: describe an organic reaction: reactants, conditions, products, and yield Reactants: B, O=C(NC1CCc2ccc(O)cc2C1)C(O)c1ccc(OCc2ccccc2)cc1, CSC, C1CCOC1, O, OCCN(CCO)CCO. Product: Oc1ccc2c(c1)CC(NCC(O)c1ccc(OCc3ccccc3)cc1)CC2. As a reaction SMILES: [BH3:34].[CH2:1]([c:2]1[cH:3][cH:4][cH:5][cH:6][cH:7]1)[O:8][c:9]1[cH:10][cH:11][c:12]([CH:15]([C:16](=[O:17])[NH:18][CH:19]2[CH2:20][c:21]3[cH:22][c:23]([OH:29])[cH:24][cH:25][c:26]3[CH2:27][CH2:28]2)[OH:30])[cH:13][cH:14]1.[CH3:31][S:32][CH3:33].[O:46]1[CH2:47][CH2:48][CH2:49][CH2:50]1.[OH2:45].[OH:35][CH2:36][CH2:37][N:38]([CH2:39][CH2:40][OH:41])[CH2:42][CH2:43][OH:44]>>[CH2:1]([c:2]1[cH:3][cH:4][cH:5][cH:6][cH:7]1)[O:8][c:9]1[cH:10][cH:11][c:12]([CH:15]([CH2:16][NH:18][CH:19]2[CH2:20][c:21]3[cH:22][c:23]([OH:29])[cH:24][cH:25][c:26]3[CH2:27][CH2:28]2)[OH:30])[cH:13][cH:14]1. Starting materials: [Li]CCCC, Cc1nc(S(C)(=O)=O)nnc1-c1ccccc1, NN1CCCCC1, C1CCOC1. The product is Cc1nc(NN2CCCCC2)nnc1-c1ccccc1. RXN SMILES: [CH2:1]([Li:2])[CH2:3][CH2:4][CH3:5].[CH3:13][c:14]1[n:15][c:16]([S:26]([CH3:27])(=[O:28])=[O:29])[n:17][n:18][c:19]1-[c:20]1[cH:21][cH:22][cH:23][cH:24][cH:25]1.[NH2:6][N:7]1[CH2:8][CH2:9][CH2:10][CH2:11][CH2:12]1.[O:30]1[CH2:31][CH2:32][CH2:33][CH2:34]1>>[NH:6]([N:7]1[CH2:8][CH2:9][CH2:10][CH2:11][CH2:12]1)[c:16]1[n:15][c:14]([CH3:13])[c:19](-[c:20]2[cH:21][cH:22][cH:23][cH:24][cH:25]2)[n:18][n:17]1. Reactants: C1(=CC(=CC=C1)[C@@H](C)OC(NC=1C(=NOC1C1=CC=C(C=C1)Br)C)=O)C ([5-(4-bromo-phenyl)-3-methyl-isoxazol-4-yl]-carbamic acid (R)-1-m-tolyl-ethyl ester), C(C)OC(=O)C1(CC1)C1=CC=C(C=C1)B1OC(C(O1)(C)C)(C)C (1-[4-(4,4,5,5-tetramethyl-[1,3,2]dioxaborolan-2-yl)-phenyl]-cyclopropanecarboxylic acid ethyl ester). Yields the product C(C)OC(=O)C1(CC1)C1=CC=C(C=C1)C1=CC=C(C=C1)C1=C(C(=NO1)C)NC(=O)O[C@H](C)C=1C=C(C=CC1)C (1-{4′-[3-Methyl-4-((R)-1-m-tolyl-ethoxycarbonylamino)-isoxazol-5-yl]-biphenyl-4-yl}-cyclopropanecarboxylic acid ethyl ester). RXN SMILES: [C:1]1([CH3:26])[CH:6]=[CH:5][CH:4]=[C:3]([C@H:7]([O:9][C:10](=[O:25])[NH:11][C:12]2[C:13]([CH3:24])=[N:14][O:15][C:16]=2[C:17]2[CH:22]=[CH:21][C:20](Br)=[CH:19][CH:18]=2)[CH3:8])[CH:2]=1.[CH2:27]([O:29][C:30]([C:32]1([C:35]2[CH:40]=[CH:39][C:38](B3OC(C)(C)C(C)(C)O3)=[CH:37][CH:36]=2)[CH2:34][CH2:33]1)=[O:31])[CH3:28]>>[CH2:27]([O:29][C:30]([C:32]1([C:35]2[CH:40]=[CH:39][C:38]([C:20]3[CH:21]=[CH:22][C:17]([C:16]4[O:15][N:14]=[C:13]([CH3:24])[C:12]=4[NH:11][C:10]([O:9][C@@H:7]([C:3]4[CH:2]=[C:1]([CH3:26])[CH:6]=[CH:5][CH:4]=4)[CH3:8])=[O:25])=[CH:18][CH:19]=3)=[CH:37][CH:36]=2)[CH2:33][CH2:34]1)=[O:31])[CH3:28]. Reported procedure: Prepared according to the procedure described in Example 6, Step 3 using [5-(4-bromo-phenyl)-3-methyl-isoxazol-4-yl]-carbamic acid (R)-1-m-tolyl-ethyl ester and 1-[4-(4,4,5,5-tetramethyl-[1,3,2]dioxaborolan-2-yl)-phenyl]-cyclopropanecarboxylic acid ethyl ester. The reactants are CN(C=O)C (dimethylformamide), Cl (HCl), NC1=NC(=C2N=CN(C2=N1)[C@H]1C[C@H](C1)CO)OCC1=CC=CC=C1 ((cis)-3-[2-amino-6-(phenylmethoxy)-9H-purin-9-yl]-cyclobutanemethanol). Run in O (water), O (water), CO (methanol). Conditions: time 2 hour. Yields the product NC=1NC(C=2N=CN(C2N1)[C@@H]1C[C@@H](C1)CO)=O ((cis)-2-amino-1,9-dihydro-9-[3-(hydroxymethyl)cyclobutyl]-6H-purin-6-one). Yield: 58.7%. As a reaction SMILES: [NH2:1][C:2]1[N:10]=[C:9]2[C:5]([N:6]=[CH:7][N:8]2[C@@H:11]2[CH2:14][C@H:13]([CH2:15][OH:16])[CH2:12]2)=[C:4]([O:17]CC2C=CC=CC=2)[N:3]=1.Cl.CN(C)C=O>CO.O>[NH2:1][C:2]1[NH:3][C:4](=[O:17])[C:5]2[N:6]=[CH:7][N:8]([C@H:11]3[CH2:14][C@@H:13]([CH2:15][OH:16])[CH2:12]3)[C:9]=2[N:10]=1. Procedure details: To a solution of the above preparation of (cis)-3-[2-amino-6-(phenylmethoxy)-9H-purin-9-yl]-cyclobutanemethanol (330 mg) in 5.2 ml of methanol was added 2.6 ml of 3N HCl. The mixture was stirred under nitrogen at 40° for 2 hours and concentrated in vacuo to a solid, which was suspended in water. The pH was adjusted to 7.0 using 1N KOH, and the water was removed in vacuo leaving a solid. Chromatography of this solid on 80 ml of CHP-20P resin (Mitsubishi Chemical Industries) water and then 5% dime... Starting materials: N[C@@H](C(C)(C)C)C(=O)O ((L)-tert-leucine), aqueous solution, [OH-].[Na+] (sodium hydroxide), O1CCOCC1 (dioxane). Reaction conditions: temperature 60 celsius. Product: COC(=O)N[C@@H](C(C)(C)C)C(=O)O (N-(Methoxycarbonyl)-(L)-tert-leucine). RXN SMILES: [NH2:1][C@H:2]([C:7]([OH:9])=[O:8])[C:3]([CH3:6])([CH3:5])[CH3:4].[OH-:10].[Na+].O1C[CH2:16][O:15][CH2:14]C1>>[CH3:14][O:15][C:16]([NH:1][C@H:2]([C:7]([OH:9])=[O:8])[C:3]([CH3:6])([CH3:5])[CH3:4])=[O:10] |f:1.2|. Reported procedure: 23.5 ml (305 mmol) of methyl chlorotormate are added, over a period of 20 min, to a solution of 20 g (152 mmol) of (L)-tert-leucine (=2(S)-amino-3,3-dimethylbutyric acid=(L)-α-tert-butylglycine; Fluka, Buchs, Switzerland) in a mixture of 252 ml (504 mmol) of a 2N aqueous solution of sodium hydroxide and 80 ml of dioxane, and the reaction solution is heated at 60° C. for 14 h. After the reaction solution has cooled down to room temperature, it is washed twice with methylene chloride. The aqueous ... RXN SMILES: C(OC(C1C(C=O)=NNC=1)=O)C.[N+:13]([C:16]1[C:17]([CH2:27][OH:28])=[N:18][N:19]([CH:21]2[CH2:26][CH2:25][CH2:24][CH2:23][O:22]2)[CH:20]=1)([O-:15])=[O:14]>[O-2].[Mn+4].[O-2].CC(C)=O>[N+:13]([C:16]1[C:17]([CH:27]=[O:28])=[N:18][N:19]([CH:21]2[CH2:26][CH2:25][CH2:24][CH2:23][O:22]2)[CH:20]=1)([O-:15])=[O:14] |f:2.3.4|. Procedure details: By proceeding in a manner similar to Reference Example 6(a) above but (i) using [4-nitro-1-(tetrahydro-pyran-2-yl)-1H-pyrazol-3-yl]-methanol (663 mg, Reference Example 53) and manganese (IV) oxide (2.54 g) with acetone as the solvent, (ii) carrying out the reaction at 65° C. for 2 hours and (iii) subjecting the reaction product to flash silica chromatography eluting with a mixture of pentane and ethyl acetate (70:30, v/v), there was prepared 4-nitro-1-(tetrahydro-pyran-2-yl)-1H-pyrazole-3-carbal... Run in CC(=O)C (acetone). The reagents and catalysts are [O-2].[Mn+4].[O-2] (manganese (IV) oxide). The product is [N+](=O)([O-])C=1C(=NN(C1)C1OCCCC1)C=O (4-Nitro-1-(tetrahydro-pyran-2-yl)-1H-pyrazole-3-carbaldehyde). The reactants are C(C)OC(=O)C=1C(=NNC1)C=O (3-Formyl-pyrazole-4-carboxylic acid ethyl ester), ( iii ), [N+](=O)([O-])C=1C(=NN(C1)C1OCCCC1)CO ([4-nitro-1-(tetrahydro-pyran-2-yl)-1H-pyrazol-3-yl]-methanol), ( ii ). The reactants are [NH4+].[O-][V](=O)=O (ammonium metavanadate), C(C)C(C(=O)[O-])CCCC (2-ethylhexanoate), mineral spirits. Solvent: O (water). Reaction conditions: temperature 95 celsius. The product is C(C)C(C(=O)[O-])CCCC.[V+5].C(C)C(C(=O)[O-])CCCC.C(C)C(C(=O)[O-])CCCC.C(C)C(C(=O)[O-])CCCC.C(C)C(C(=O)[O-])CCCC (Vanadium 2-ethylhexanoate). Reaction SMILES: [NH4+].[O-][V:3](=O)=O.[CH2:6]([CH:8]([CH2:12][CH2:13][CH2:14][CH3:15])[C:9]([O-:11])=[O:10])[CH3:7]>O>[CH2:6]([CH:8]([CH2:12][CH2:13][CH2:14][CH3:15])[C:9]([O-:11])=[O:10])[CH3:7].[V+5:3].[CH2:6]([CH:8]([CH2:12][CH2:13][CH2:14][CH3:15])[C:9]([O-:11])=[O:10])[CH3:7].[CH2:6]([CH:8]([CH2:12][CH2:13][CH2:14][CH3:15])[C:9]([O-:11])=[O:10])[CH3:7].[CH2:6]([CH:8]([CH2:12][CH2:13][CH2:14][CH3:15])[C:9]([O-:11])=[O:10])[CH3:7].[CH2:6]([CH:8]([CH2:12][CH2:13][CH2:14][CH3:15])[C:9]([O-:11])=[O:10])[CH3:7] |f:0.1,4.5.6.7.8.9|. Procedure: A mixture of 69.6 grams (0.589 mole) of ammonium metavanadate, 342.0 grams (2.356 moles) of 2-ethylhexanoate (acid number 387) and 130 grams of mineral spirits was heated to 95° C. and held for 1 hour without reaction occurring. The temperature was gradually increased to 195° C. in 3.5 hours while the water of reaction was removed. The reaction product solidified at room temperature. Reactants: C(C1=CC=CC=C1)O[C@H]1[C@@H](OC)O[C@@H]([C@@H]([C@@H]1OCC1=CC=CC=C1)O)COCC1=CC=CC=C1 (Methyl 2,3,6-tri-O-benzyl-α-D-galactopyranoside). Solvent: FC(C(=O)O)(F)F (trifluoroacetic acid), O (water). Reaction conditions: temperature 0 celsius, time 8 hour. The product is C(C1=CC=CC=C1)O[C@H]1C(O)O[C@@H]([C@@H]([C@@H]1OCC1=CC=CC=C1)O)COCC1=CC=CC=C1 (2,3,6-tri-O-benzyl-D-galactopyranose). Reaction SMILES: [CH2:1]([O:8][C@@H:9]1[C@@H:16]([O:17][CH2:18][C:19]2[CH:24]=[CH:23][CH:22]=[CH:21][CH:20]=2)[C@@H:15]([OH:25])[C@@H:14]([CH2:26][O:27][CH2:28][C:29]2[CH:34]=[CH:33][CH:32]=[CH:31][CH:30]=2)[O:13][C@@H:10]1[O:11]C)[C:2]1[CH:7]=[CH:6][CH:5]=[CH:4][CH:3]=1>FC(F)(F)C(O)=O.O>[CH2:1]([O:8][C@@H:9]1[C@@H:16]([O:17][CH2:18][C:19]2[CH:24]=[CH:23][CH:22]=[CH:21][CH:20]=2)[C@@H:15]([OH:25])[C@@H:14]([CH2:26][O:27][CH2:28][C:29]2[CH:34]=[CH:33][CH:32]=[CH:31][CH:30]=2)[O:13][CH:10]1[OH:11])[C:2]1[CH:3]=[CH:4][CH:5]=[CH:6][CH:7]=1. Procedure details: Methyl 2,3,6-tri-O-benzyl-α-D-galactopyranoside (5 g, 10.75 mmol) is dissolved at 0° C. in a 9:1 mixture of trifluoroacetic acid and water (50 mL) (N. Morishima, S. Koto, M. Oshima, A. Sugimoto and S. Zen, Bull Chem. Soc. Jpn 56, 2849 (1983)). The mixture is stirred overnight at 0° C. The solvents are evaporated under reduced pressure without heating. The residue is dissolved in ethyl acetate and washed successively with sodium bi-carbonate and brine. The organic layer is dried over sodium sulfa...